Dataset: the Open Reaction Database (ORD), a public repository of structured organic reaction records. Task: describe an organic reaction: reactants, conditions, products, and yield The reactants are C(C)(C)(C)OC([C@H]1NCC(C1)Cl)=O (4-chloro-L-proline tert-butyl ester), C(C)(C)(C)OC([C@H]1NCCC1)=O (L-proline tert-butyl ester), C(C)(=O)CC(=S)Cl (2-acetylthioacetyl chloride), ClC1C[C@H](NC1)C(=O)O (4-chloro-L-proline), N1[C@H](C(=O)O)CCC1 (L-proline), C(C)(=O)SCC(C(=O)Cl)C (3-acetylthio-2-methylpropanoyl chloride). The product is ClC1C=C(N(C1)C(CS)=O)C(=O)O (4,5-dihydro-4-chloro-1-(2-mercaptoacetyl)-1H-pyrrole-2-carboxylic acid). RXN SMILES: C([O:5][C:6](=[O:13])[C@@H:7]1[CH2:11][CH:10]([Cl:12])[CH2:9][NH:8]1)(C)(C)C.ClC1CN[C@H:17]([C:20]([OH:22])=O)C1.N1CCC[C@H]1C(O)=O.C(OC(=O)[C@@H]1CCCN1)(C)(C)C.C(CC(Cl)=[S:48])(=O)C.C(SCC(C)C(Cl)=O)(=O)C>>[Cl:12][CH:10]1[CH2:9][N:8]([C:20](=[O:22])[CH2:17][SH:48])[C:7]([C:6]([OH:5])=[O:13])=[CH:11]1. Reported procedure: By substituting 4-chloro-L-proline tert-butyl ester [prepared from 4-chloro-L-proline by the procedure described in J. Am. Chem. Soc., 82, 3359 (1960) for L-proline] for the L-proline tert-butyl ester and 2-acetylthioacetyl chloride for the 3-acetylthio-2-methylpropanoyl chloride in the procedure of Example 1 and then submitting the product to the procedure of Example 2, 4,5-dihydro-4-chloro-1-(2-mercaptoacetyl)-1H-pyrrole-2-carboxylic acid is obtained. Product: CCN(c1ccc(Cl)cc1[N+](=O)[O-])S(=O)(=O)c1ccc(C)cc1. Starting materials: CCI, Cc1ccc(S(=O)(=O)Nc2ccc(Cl)cc2[N+](=O)[O-])cc1, [H-], [Na+], CN(C)C=O, O. As a reaction SMILES: [CH2:24]([CH3:25])[I:26].[Cl:3][c:4]1[cH:5][c:6]([N+:21](=[O:22])[O-:23])[c:7]([NH:8][S:9](=[O:10])(=[O:11])[c:12]2[cH:13][cH:14][c:15]([CH3:18])[cH:16][cH:17]2)[cH:19][cH:20]1.[H-:1].[Na+:2].[O:28]=[CH:29][N:30]([CH3:31])[CH3:32].[OH2:27]>>[Cl:3][c:4]1[cH:5][c:6]([N+:21](=[O:22])[O-:23])[c:7]([N:8]([S:9](=[O:10])(=[O:11])[c:12]2[cH:13][cH:14][c:15]([CH3:18])[cH:16][cH:17]2)[CH2:24][CH3:25])[cH:19][cH:20]1. Starting materials: O=C1C2[C@H](C2CC1)C(=O)OCC (ethyl (6S)-2-oxobicyclo[3.1.0]hexane-6-carboxylate), [OH-].[Na+] (sodium hydroxide). Solvent: C(C)O (ethanol). Run at time 80 minute. Yields the product O=C1C2[C@H](C2CC1)C(=O)O ((±) (6S)-2-Oxobicyclo[3.1.0]hexane-6-carboxylic acid). As a reaction SMILES: [O:1]=[C:2]1[CH2:7][CH2:6][CH:5]2[CH:3]1[C@H:4]2[C:8]([O:10]CC)=[O:9].[OH-].[Na+]>C(O)C>[O:1]=[C:2]1[CH2:7][CH2:6][CH:5]2[CH:3]1[C@H:4]2[C:8]([OH:10])=[O:9] |f:1.2|. Reported procedure: To a solution of crude ethyl (6S)-2-oxobicyclo[3.1.0]hexane-6-carboxylate (30.2 g, 180 mmol, uncorrected) in 30 mL of ethanol at room temperature is added 89 mL (178 mmol) of 2N sodium hydroxide. Upon stirring for 80 minutes, the reaction mixture is washed with tert-butyl methyl ether (1×90 mL) and the aqueous layer is treated with conc. hydrochloric acid (18 mL) to reach a pH=1.0. The mixture is treated with 15 g of sodium chloride followed by washing with ethyl acetate (3×90 mL). The combined ...